Dataset: the Open Reaction Database (ORD), a public repository of structured organic reaction records. Task: describe an organic reaction: reactants, conditions, products, and yield The reactants are [OH-].[Na+] (sodium hydroxide), [H-].[Al+3].[Li+].[H-].[H-].[H-] (lithium aluminum hydride), O1CCCC1 (tetrahydrofuran), O1CCCC1 (tetrahydrofuran), C=1SC=C2NC3=C(NC(C21)=O)C=CC=C3 (4,9-dihydro-10H-thieno[3,4-b][1,5]benzodiazepin-10-one). The solvent is O (water), O (water). Product: C=1SC=C2NC3=C(NCC21)C=CC=C3 (9,10-Dihydro-4H-thieno[3,4-b][1,5]benzodiazepine). As a reaction SMILES: [H-].[Al+3].[Li+].[H-].[H-].[H-].O1CCCC1.[CH:12]1[S:13][CH:14]=[C:15]2[C:21]=1[C:20](=O)[NH:19][C:18]1[CH:23]=[CH:24][CH:25]=[CH:26][C:17]=1[NH:16]2.[OH-].[Na+]>O>[CH:12]1[S:13][CH:14]=[C:15]2[C:21]=1[CH2:20][NH:19][C:18]1[CH:23]=[CH:24][CH:25]=[CH:26][C:17]=1[NH:16]2 |f:0.1.2.3.4.5,8.9|. Procedure details: A reaction mixture comprising 3.8 g. of lithium aluminum hydride in 100 ml. of dry tetrahydrofuran, 5 g. of 4,9-dihydro-10H-thieno[3,4-b][1,5]benzodiazepin-10-one [U.S. Pat. No. 3,953,430 (Example 25)] and 125 ml. of dry tetrahydrofuran is heated, with stirring under reflux for 18 hours. The reaction mixture is cooled and 4 ml. of water is carefully added dropwise with stirring and ice bath cooling. Following this, 4 ml. of 15% sodium hydroxide and 12 ml. of water are added. The mixture is filte... The reactants are ClC(C)C (2-chloropropane), [Mg] (magnesium), C1(=CC=CC=C1)C=1NC(=C(N1)C=O)C (2-phenyl-4-formyl-5-methyl-1H-imidazole). The solvent is C(C)OCC (diethyl ether), C1CCOC1 (THF). Product: C1(=CC=CC=C1)C=1NC(=C(N1)C(C(C)C)O)C (2-phenyl-4-(1-hydroxy-2-methylpropyl)-5-methyl-1H-imidazole). Yield: 57.9%. Reaction SMILES: Cl[CH:2]([CH3:4])[CH3:3].[Mg].[C:6]1([C:12]2[NH:13][C:14]([CH3:19])=[C:15]([CH:17]=[O:18])[N:16]=2)[CH:11]=[CH:10][CH:9]=[CH:8][CH:7]=1>C(OCC)C.C1COCC1>[C:6]1([C:12]2[NH:13][C:14]([CH3:19])=[C:15]([CH:17]([OH:18])[CH:2]([CH3:4])[CH3:3])[N:16]=2)[CH:7]=[CH:8][CH:9]=[CH:10][CH:11]=1. Procedure details: 35 Grams (0.45 mol) of 2-chloropropane was added to 10.8 g (0.45 mol) of magnesium in 100 ml of diethyl ether. Then 55.8 g (0.3 mol) of 2-phenyl-4-formyl-5-methyl-1H-imidazole in 100 ml of THF were added. At the end of the addition, the mixture was refluxed for 30 minutes and then cooled and poured on ice water. The aqueous layer was extracted twice with 100 ml of diethyl ether. Evaporation of the solvent gave a residue which was recrystallized in ethanol to yield 40 grams of 2-phenyl-4-(1-hydro... Reactants: [Al+3], CCCCCC(C(=O)OCC)c1cccc(NC(=O)C=C(C)C)c1, [Cl-], [Cl-], [Cl-], ClCCl. Product: CCCCCC(C(=O)OCC)c1ccc2c(c1)NC(=O)CC2(C)C. RXN SMILES: [Al+3:26].[CH2:1]([CH3:2])[O:3][C:4]([CH:5]([CH2:6][CH2:7][CH2:8][CH2:9][CH3:10])[c:11]1[cH:12][c:13]([NH:17][C:18]([CH:19]=[C:20]([CH3:21])[CH3:22])=[O:23])[cH:14][cH:15][cH:16]1)=[O:24].[Cl-:25].[Cl-:27].[Cl-:28].[Cl:29][CH2:30][Cl:31]>>[CH2:1]([CH3:2])[O:3][C:4]([CH:5]([CH2:6][CH2:7][CH2:8][CH2:9][CH3:10])[c:11]1[cH:12][c:13]2[c:14]([cH:15][cH:16]1)[C:20]([CH3:21])([CH3:22])[CH2:19][C:18](=[O:23])[NH:17]2)=[O:24]. The reactants are C([O-])(O)=O.[Na+] (sodium bicarbonate), FC1=CC=C(C=C1)N1C(CC1)=O (1-(4-Fluorophenyl)azetidin-2-one), FC(S(=O)(=O)O)(F)F (trifluoromethanesulphonic acid), FC(S(=O)(=O)O)(F)F (trifluoromethanesulphonic acid). The solvent is ClCCl (dichloromethane). Run at time 45 minute. The product is FC=1C=C2C(CCNC2=CC1)=O (6-Fluoro-2,3-dihydroquinolin-4(1H)-one). As a reaction SMILES: [F:1][C:2]1[CH:7]=[CH:6][C:5]([N:8]2[CH2:11][CH2:10][C:9]2=[O:12])=[CH:4][CH:3]=1.FC(F)(F)S(O)(=O)=O.C(=O)(O)[O-].[Na+]>ClCCl>[F:1][C:2]1[CH:7]=[C:6]2[C:5](=[CH:4][CH:3]=1)[NH:8][CH2:11][CH2:10][C:9]2=[O:12] |f:2.3|. Procedure: 500 mg of 1-(4-fluorophenyl)azetidin-2-one (Example 154A, 3.03 mmol, 1 equivalent) were initially charged in 24 ml of dichloromethane, 0.5 ml of trifluoromethanesulphonic acid (909 mg, 6.05 mmol, 2 equivalents) were added at 0° C. and the mixture was stirred at RT for 45 min. Two more times, 0.3 equivalents of trifluoromethanesulphonic acid were added, and after each addition the mixture was stirred for 30 min. With ice cooling, saturated aqueous sodium bicarbonate solution was added carefully, ... Starting materials: C(CCCCCCC)C1=CC=C(C=C1)C1OCC2(C(NC(N2)=O)=O)C1 (8-(4-Octylphenyl)-7-oxa-1,3-diazaspiro[4.4]nonane-2,4-dione), [OH-].[Na+] (sodium hydroxide), Cl (HCl). Solvent: O (water). Reaction conditions: temperature 100 celsius. Product: NC1(COC(C1)C1=CC=C(C=C1)CCCCCCCC)C(=O)O (3-amino-5-(4-octylphenyl)tetrahydrofuran-3-carboxylic acid). Isolated yield 60.4%. As a reaction SMILES: [CH2:1]([C:9]1[CH:14]=[CH:13][C:12]([CH:15]2[CH2:25][C:18]3([NH:22]C(=O)N[C:19]3=[O:24])[CH2:17][O:16]2)=[CH:11][CH:10]=1)[CH2:2][CH2:3][CH2:4][CH2:5][CH2:6][CH2:7][CH3:8].[OH-:26].[Na+].Cl>O>[NH2:22][C:18]1([C:19]([OH:24])=[O:26])[CH2:25][CH:15]([C:12]2[CH:11]=[CH:10][C:9]([CH2:1][CH2:2][CH2:3][CH2:4][CH2:5][CH2:6][CH2:7][CH3:8])=[CH:14][CH:13]=2)[O:16][CH2:17]1 |f:1.2|. Reported procedure: 8-(4-Octylphenyl)-7-oxa-1,3-diazaspiro[4.4]nonane-2,4-dione (0.5 g, 1.452 mmol) and sodium hydroxide (10.89 ml, 21.77 mmol) were combined in water (8.54 ml) and equipped with a reflux condensor. The mixture was heated at about 100° C. for about 72 h. The reaction was cooled and acidified with concentrated HCl until pH=4-5. The product was collected by vacuum filtration and dried under vacuum. The residue was purified by flash column chromatography (1″×6″ of silica) eluting with 1:1 EtOAc/(6:3:1 ...